Dataset: the Open Reaction Database (ORD), a public repository of structured organic reaction records. Task: describe an organic reaction: reactants, conditions, products, and yield The reactants are COC(=O)C(C)(CC1CN=C(c2ccccc2)c2ccccc2N1C)NC(=O)OC1C2CC3CC(C2)CC1C3, [Li+], C1COCCO1, [OH-], O. Product: CN1c2ccccc2C(c2ccccc2)=NCC1CC(C)(NC(=O)OC1C2CC3CC(C2)CC1C3)C(=O)O. Reaction SMILES: [CH3:1][O:2][C:3]([C:4]([NH:5][C:6](=[O:7])[O:8][CH:9]1[CH:10]2[CH2:11][CH:12]3[CH2:13][CH:14]([CH2:15][CH:16]1[CH2:17]3)[CH2:18]2)([CH2:19][CH:20]1[N:21]([CH3:37])[c:22]2[c:23]([cH:33][cH:34][cH:35][cH:36]2)[C:24]([c:27]2[cH:28][cH:29][cH:30][cH:31][cH:32]2)=[N:25][CH2:26]1)[CH3:38])=[O:39].[Li+:40].[O:42]1[CH2:43][CH2:44][O:45][CH2:46][CH2:47]1.[OH-:41].[OH2:48]>>[O:2]=[C:3]([C:4]([NH:5][C:6](=[O:7])[O:8][CH:9]1[CH:10]2[CH2:11][CH:12]3[CH2:13][CH:14]([CH2:15][CH:16]1[CH2:17]3)[CH2:18]2)([CH2:19][CH:20]1[N:21]([CH3:37])[c:22]2[c:23]([cH:33][cH:34][cH:35][cH:36]2)[C:24]([c:27]2[cH:28][cH:29][cH:30][cH:31][cH:32]2)=[N:25][CH2:26]1)[CH3:38])[OH:39]. Starting materials: C(CCC)N1N=C(C=C1C)C(=O)N (1-butyl-5-methyl-1H-pyrazole-3-carboxamide), P(=O)(Cl)(Cl)Cl (phosphorous oxychloride), [OH-].[NH4+] (ammonium hydroxide). The solvent is ice water. Conditions: temperature 90 celsius. Product: C(CCC)N1N=C(C=C1C)C#N (1-butyl-5-methyl-1H-pyrazole-3-carbonitrile). The yield is 106.1%. Reaction SMILES: [CH2:1]([N:5]1[C:9]([CH3:10])=[CH:8][C:7]([C:11]([NH2:13])=O)=[N:6]1)[CH2:2][CH2:3][CH3:4].P(Cl)(Cl)(Cl)=O.[OH-].[NH4+]>>[CH2:1]([N:5]1[C:9]([CH3:10])=[CH:8][C:7]([C:11]#[N:13])=[N:6]1)[CH2:2][CH2:3][CH3:4] |f:2.3|. Procedure details: A mixture of 1-butyl-5-methyl-1H-pyrazole-3-carboxamide (6.9 g, 38 mmol) and phosphorous oxychloride (34.0 mL) was heated at 90° C. under a nitrogen atmosphere for two hours and then allowed to cool to ambient temperature overnight. The reaction was poured into ice water (300 mL); concentrated ammonium hydroxide (115 mL) was added. The mixture was extracted with chloroform (3×), and the combined extracts were dried over magnesium sulfate, filtered, and concentrated under reduced pressure to prov...